Dataset: the Open Reaction Database (ORD), a public repository of structured organic reaction records. Task: describe an organic reaction: reactants, conditions, products, and yield Reactants: CC(C)c1cc(Br)c2ncccc2c1, CC(C)(C)OC(=O)N1CCCNCC1, CC(C)(C)[O-], CCOC(C)=O, COCCOC, [K+]. The product is CC(C)c1cc(N2CCCN(C(=O)OC(C)(C)C)CC2)c2ncccc2c1. RXN SMILES: [Br:1][c:2]1[cH:3][c:4]([CH:12]([CH3:13])[CH3:14])[cH:5][c:6]2[cH:7][cH:8][cH:9][n:10][c:11]12.[C:15]([CH3:16])([CH3:17])([CH3:18])[O:19][C:20](=[O:21])[N:22]1[CH2:23][CH2:24][NH:25][CH2:26][CH2:27][CH2:28]1.[CH3:29][C:30]([CH3:31])([O-:32])[CH3:33].[CH3:35][CH2:36][O:37][C:38]([CH3:39])=[O:40].[CH3:41][O:42][CH2:43][CH2:44][O:45][CH3:46].[K+:34]>>[c:2]1([N:25]2[CH2:24][CH2:23][N:22]([C:20]([O:19][C:15]([CH3:16])([CH3:17])[CH3:18])=[O:21])[CH2:28][CH2:27][CH2:26]2)[cH:3][c:4]([CH:12]([CH3:13])[CH3:14])[cH:5][c:6]2[cH:7][cH:8][cH:9][n:10][c:11]12. Reactants: C(C)(C)(C)OC(=O)NCC1CN(CC1)CCCNC(=O)C1=CC=NC=C1 (N-(3-(3-tert-Butoxycarbonylaminomethylpyrrolidin-1-yl)propyl)-4-pyridinecarboxamide), NC1=CC(=C(C(=O)O)C=C1Cl)OC (4-amino-5-chloro-2-methoxybenzoic acid). Yields the product NC1=CC(=C(C(=O)NCC2CN(CC2)CCCNC(=O)C2=CC=NC=C2)C=C1Cl)OC (4-amino-5-chloro-2-methoxy-N-(1-(3-(4-pyridinecarbonylamino)propyl)pyrrolidin-3-ylmethyl)benzamide). As a reaction SMILES: C(O[C:6]([NH:8][CH2:9][CH:10]1[CH2:14][CH2:13][N:12]([CH2:15][CH2:16][CH2:17][NH:18][C:19]([C:21]2[CH:26]=[CH:25][N:24]=[CH:23][CH:22]=2)=[O:20])[CH2:11]1)=[O:7])(C)(C)C.[NH2:27][C:28]1[C:36]([Cl:37])=[CH:35][C:31](C(O)=O)=[C:30]([O:38][CH3:39])[CH:29]=1>>[NH2:27][C:28]1[C:36]([Cl:37])=[CH:35][C:31]([C:6]([NH:8][CH2:9][CH:10]2[CH2:14][CH2:13][N:12]([CH2:15][CH2:16][CH2:17][NH:18][C:19]([C:21]3[CH:22]=[CH:23][N:24]=[CH:25][CH:26]=3)=[O:20])[CH2:11]2)=[O:7])=[C:30]([O:38][CH3:39])[CH:29]=1. Procedure: N-(3-(3-tert-Butoxycarbonylaminomethylpyrrolidin-1-yl)propyl)-4-pyridinecarboxamide (0.90 g) as starting compound was reacted and treated in the same manner as in Example 67 using 4-amino-5-chloro-2-methoxybenzoic acid (0.50 g) to give 4-amino-5-chloro-2-methoxy-N-(1-(3-(4-pyridinecarbonylamino)propyl)pyrrolidin-3-ylmethyl)benzamide. The reactants are NC1=NNC=C1 (3-aminopyrazole), O\C=C\1/C(NC2=CC=CC=C12)=O (Z-3-[(hydroxy)-methylene]-1,3-dihydro-indol-2-one), CN(CCCOC1=CC=C(CC=2C=C(NN2)N)C=C1)C (5-[4-(3-dimethylamino-propoxy)-benzyl)-2H-pyrazol-3-ylamine). Run in O1CCCC1 (tetrahydrofuran). Yields the product CN(CCCOC1=CC=C(CC=2C=C(NN2)NC=C2C(NC3=CC=CC=C23)=O)C=C1)C (3-({5-[4-(3-Dimethylamino-propoxy)-benzyl)-2H-pyrazol-3-ylamino]-methylene]-1,3-dihydro-indol-2-one). RXN SMILES: NC1C=CNN=1.O/[CH:8]=[C:9]1\[C:10](=[O:18])[NH:11][C:12]2[C:17]\1=[CH:16][CH:15]=[CH:14][CH:13]=2.[CH3:19][N:20]([CH3:38])[CH2:21][CH2:22][CH2:23][O:24][C:25]1[CH:37]=[CH:36][C:28]([CH2:29][C:30]2[CH:31]=[C:32]([NH2:35])[NH:33][N:34]=2)=[CH:27][CH:26]=1>O1CCCC1>[CH3:38][N:20]([CH3:19])[CH2:21][CH2:22][CH2:23][O:24][C:25]1[CH:37]=[CH:36][C:28]([CH2:29][C:30]2[CH:31]=[C:32]([NH:35][CH:8]=[C:9]3[C:17]4[C:12](=[CH:13][CH:14]=[CH:15][CH:16]=4)[NH:11][C:10]3=[O:18])[NH:33][N:34]=2)=[CH:27][CH:26]=1. Reported procedure: The named compound is prepared by substituting 5-[4-(3-dimethylamino-propoxy)-benzyl]-2H-pyrazol-3-ylamine for 3-aminopyrazole in the reaction of Example 1. Specifically, E & Z-3-[(hydroxy)-methylene]-1,3-dihydro-indol-2-one (0.0351 gins.) is reacted with 0.0881 gms. of 5-[4-(3-dimethylamino-propoxy)-benzyl)-2H-pyrazol-3-ylamine by refluxing in tetrahydrofuran (2.0 mL). Recrystallization from a mixture of ethyl acetate and hexanes affords the named compound. The reactants are C1COCCO1, Nc1cccc(Cl)c1, O=Cc1cnn2c(NC3CC3)cc(Cl)nc12. RXN SMILES: [CH2:25]1[O:26][CH2:27][CH2:28][O:29][CH2:30]1.[Cl:17][c:18]1[cH:19][c:20]([NH2:21])[cH:22][cH:23][cH:24]1.[Cl:1][c:2]1[n:3][c:4]2[n:5]([c:6]([NH:8][CH:9]3[CH2:10][CH2:11]3)[cH:7]1)[n:12][cH:13][c:14]2[CH:15]=[O:16]>>[c:2]1([NH:21][c:20]2[cH:19][c:18]([Cl:17])[cH:24][cH:23][cH:22]2)[n:3][c:4]2[n:5]([c:6]([NH:8][CH:9]3[CH2:10][CH2:11]3)[cH:7]1)[n:12][cH:13][c:14]2[CH:15]=[O:16]. The product is O=Cc1cnn2c(NC3CC3)cc(Nc3cccc(Cl)c3)nc12. Starting materials: BrC=1C=C(C=NC1)CO ((5-bromo-pyridin-3-yl)-methanol), C1(=CC=CC=C1)P(=O)(C1=CC=CC=C1)N=[N+]=[N-] (diphenylphosphoryl azide), N12CCCCCC2=NCCC1 (1,8-diazabicyclo[5.4.0]undec-7-ene). Run in C1CCOC1 (THF). Reaction conditions: time 8 hour. Yields the product N(=[N+]=[N-])CC=1C=NC=C(C1)Br (3-azidomethyl-5-bromo-pyridine). The yield is 93.3%. Reaction SMILES: [Br:1][C:2]1[CH:3]=[C:4]([CH2:8]O)[CH:5]=[N:6][CH:7]=1.C1(P([N:24]=[N+:25]=[N-:26])(C2C=CC=CC=2)=O)C=CC=CC=1.N12CCCN=C1CCCCC2>C1COCC1>[N:24]([CH2:8][C:4]1[CH:5]=[N:6][CH:7]=[C:2]([Br:1])[CH:3]=1)=[N+:25]=[N-:26]. Procedure: To a solution of (5-bromo-pyridin-3-yl)-methanol 249 (1.4 g, 7.5 mmol, 1.00 equiv) and diphenylphosphoryl azide (2.4 mL, 9.0 mmol, 1.2 equiv) in THF (15 mL) at it was added 1,8-diazabicyclo[5.4.0]undec-7-ene (1.4 mL, 9.0 mmol, 1.2 equiv). The resulting solution was stirred overnight, concentrated and chromatographically purified (15% ethyl acetate in hexanes) to give 3-azidomethyl-5-bromo-pyridine 250 (1.49 g). LCMS (MH)+=212.9, rt=1.50 min. Starting materials: FC1=CC=C(C2=C1CCN(CC2)C(C(F)(F)F)=O)OC (9-fluoro-6-methoxy-3-(2,2,2-trifluoroacetyl)-2,3,4,5-tetrahydro-1H-benzo[d]azepine), B(Br)(Br)Br (boron tribromide). Run in C(Cl)Cl (DCM). Run at temperature 0 celsius, time 1.5 hour. Product: FC1=CC=C(C2=C1CCN(CC2)C(C(F)(F)F)=O)O (9-Fluoro-6-hydroxy-3-(2,2,2-trifluoroacetyl)-2,3,4,5-tetrahydro-1H-benzo[d]azepine). Isolated yield 99.0%. Reaction SMILES: [F:1][C:2]1[C:7]2[CH2:8][CH2:9][N:10]([C:13](=[O:18])[C:14]([F:17])([F:16])[F:15])[CH2:11][CH2:12][C:6]=2[C:5]([O:19]C)=[CH:4][CH:3]=1.B(Br)(Br)Br>C(Cl)Cl>[F:1][C:2]1[C:7]2[CH2:8][CH2:9][N:10]([C:13](=[O:18])[C:14]([F:16])([F:17])[F:15])[CH2:11][CH2:12][C:6]=2[C:5]([OH:19])=[CH:4][CH:3]=1. Procedure: Dissolve 9-fluoro-6-methoxy-3-(2,2,2-trifluoroacetyl)-2,3,4,5-tetrahydro-1H-benzo[d]azepine (8.1 g, 27.7 mmol) in DCM (250 mL), cool to 0° C. and add boron tribromide (5.24 mL, 55.5 mmol). Stir at ambient temperature for 1.5 h, wash the mixture with brine, dry the organic layer over Na2SO4 and concentrate in vacuo to obtain the desired intermediate (7.6 g, 99%). MS (ES+) m/z: 278 (M+H)+.